The task is: describe an organic reaction: reactants, conditions, products, and yield. This data is from the Open Reaction Database (ORD), a public repository of structured organic reaction records. Starting materials: O=C([O-])[O-], CCOC(=O)c1cnc2c(c1O)C(=NO)CCC2, CCI, CN(C)C=O, [K+], [K+]. Yields the product CCON=C1CCCc2ncc(C(=O)OCC)c(O)c21. As a reaction SMILES: [C:19](=[O:20])([O-:21])[O-:22].[CH2:1]([CH3:2])[O:3][C:4](=[O:5])[c:6]1[cH:7][n:8][c:9]2[c:14]([c:15]1[OH:16])[C:13](=[N:17][OH:18])[CH2:12][CH2:11][CH2:10]2.[CH2:25]([CH3:26])[I:27].[CH3:28][N:29]([CH3:30])[CH:31]=[O:32].[K+:23].[K+:24]>>[CH2:1]([CH3:2])[O:3][C:4](=[O:5])[c:6]1[cH:7][n:8][c:9]2[c:14]([c:15]1[OH:16])[C:13](=[N:17][O:18][CH2:25][CH3:26])[CH2:12][CH2:11][CH2:10]2. Starting materials: O=C1C2CCCC2Nc2ccccc2N1Cc1ccccc1, O=C(Cl)CCl, ClCCCl. Product: O=C1C2CCCC2N(C(=O)CCl)c2ccccc2N1Cc1ccccc1. RXN SMILES: [CH2:1]([c:2]1[cH:3][cH:4][cH:5][cH:6][cH:7]1)[N:8]1[c:9]2[c:10]([cH:19][cH:20][cH:21][cH:22]2)[NH:11][CH:12]2[CH:13]([C:14]1=[O:15])[CH2:16][CH2:17][CH2:18]2.[Cl:23][CH2:24][C:25](=[O:26])[Cl:27].[Cl:28][CH2:29][CH2:30][Cl:31]>>[CH2:1]([c:2]1[cH:3][cH:4][cH:5][cH:6][cH:7]1)[N:8]1[c:9]2[c:10]([cH:19][cH:20][cH:21][cH:22]2)[N:11]([C:25]([CH2:24][Cl:23])=[O:26])[CH:12]2[CH:13]([C:14]1=[O:15])[CH2:16][CH2:17][CH2:18]2. Reactants: ClC1=C(C=C(C=N1)C1=C(N=C(S1)NC(C)=O)C)NS(=O)(=O)C1=CC=CC=C1 (N-[5-(6-chloro-5-phenylsulfonylaminopyridin-3-yl)-4-methyl-1,3-thiazol-2-yl]acetamide), Cl (hydrochloric acid). Product: NC=1SC(=C(N1)C)C=1C=C(C(=NC1)Cl)NS(=O)(=O)C1=CC=CC=C1 (N-[5-(2-Amino-4-methyl-1,3-thiazol-5-yl)-2-chloropyridin-3-yl]benzenesulfonamide). As a reaction SMILES: [Cl:1][C:2]1[N:7]=[CH:6][C:5]([C:8]2[S:12][C:11]([NH:13]C(=O)C)=[N:10][C:9]=2[CH3:17])=[CH:4][C:3]=1[NH:18][S:19]([C:22]1[CH:27]=[CH:26][CH:25]=[CH:24][CH:23]=1)(=[O:21])=[O:20].Cl>>[NH2:13][C:11]1[S:12][C:8]([C:5]2[CH:4]=[C:3]([NH:18][S:19]([C:22]3[CH:23]=[CH:24][CH:25]=[CH:26][CH:27]=3)(=[O:21])=[O:20])[C:2]([Cl:1])=[N:7][CH:6]=2)=[C:9]([CH3:17])[N:10]=1. Reported procedure: Using an analogous procedure to that described in Example 61, N-[5-(6-chloro-5-phenylsulfonylaminopyridin-3-yl)-4-methyl-1,3-thiazol-2-yl]acetamide was hydrolysed with aqueous hydrochloric acid solution to give the title compound; 1H NMR Spectrum: (DMSOd6) 2.11 (s, 3H), 7.24 (s, 2H), 7.50 (d, 1H), 7.60 (m, 2H), 7.68 (m, 1H), 7.77 (d, 2H), 8.14 (s, 1H), 10.42 (br s, 1H); Mass Spectrum: M+H+ 381. Reactants: C(C=O)(=O)O (glyoxylic acid), solution, C(C=O)(=O)O (glyoxylic acid), C(C)(=O)C=1SC=CC1 (2-acetylthiophene). The solvent is O (water), O (water). Conditions: temperature 125 celsius. Product: S1C(=CC=C1)C(/C=C/C(=O)O)=O (4-(2-Thienyl)-4-oxocrotonic acid). Yield: 52.5%. As a reaction SMILES: [C:1]([OH:5])(=[O:4])[CH:2]=O.[C:6]([C:9]1[S:10][CH:11]=[CH:12][CH:13]=1)(=[O:8])[CH3:7]>O>[S:10]1[CH:11]=[CH:12][CH:13]=[C:9]1[C:6](=[O:8])/[CH:7]=[CH:2]/[C:1]([OH:5])=[O:4]. Procedure details: A two phase mixture of 18 grams glyoxylic acid (an 80% solution of glyoxylic acid in water) and 25.2 grams of 2-acetylthiophene is heated to 125° C. with stirring, and heating and stirring are maintained for about 5 hours. A clear solution forms at 115° C. and the water formed is removed by means of a Dean-Stark apparatus. On cooling the residue solidifies. It is dissolved in 100 cc ether and extracted with 150 cc of a 20% solution of Na2CO3. This aqueous solution is treated with activated charc... The reactants are FC=1C=CC(=C(C(=O)O)C1)COC1=CC(=CC=C1)F (5-fluoro-2-[(3-fluorophenyloxy)methyl]benzoic acid), S(=O)(Cl)Cl (thionyl chloride). Solvent: C1(=CC=CC=C1)C (toluene). Run at time 15 minute. Product: FC=1C=CC2=C(OCC3=C(C2=O)C=C(C=C3)F)C1 (3,9-difluoro-6,11-dihydrodibenz[b,e]oxepin-11-one). The yield is 46.1%. Reaction SMILES: [F:1][C:2]1[CH:3]=[CH:4][C:5]([CH2:11][O:12][C:13]2[CH:18]=[CH:17][CH:16]=[C:15]([F:19])[CH:14]=2)=[C:6]([CH:10]=1)[C:7]([OH:9])=O.S(Cl)(Cl)=O>C1(C)C=CC=CC=1>[F:19][C:15]1[CH:16]=[CH:17][C:18]2[C:7](=[O:9])[C:6]3[CH:10]=[C:2]([F:1])[CH:3]=[CH:4][C:5]=3[CH2:11][O:12][C:13]=2[CH:14]=1. Procedure: To 10 g of 5-fluoro-2-[(3-fluorophenyloxy)methyl]benzoic acid is added 50 g of thionyl chloride and the mixture is refluxed with heating for 1 hour. After cooling the reaction mixture to room temperature, dry toluene is added and the solvent is distilled off under reduced pressure. The residue is added with dichloromethane and cooled to 0° C. Thereto 10 g of powdery anhydrous aluminum chloride is added and the mixture is stirred for 15 minutes. The reaction mixture is added with ice-water and ex... The reactants are C=CCOc1ccc(COCCn2ccnn2)c(C)c1, CN1C(=O)CC(=O)N(C)C1=O, ClCCl, c1ccc(P(c2ccccc2)(c2ccccc2)[Pd](P(c2ccccc2)(c2ccccc2)c2ccccc2)(P(c2ccccc2)(c2ccccc2)c2ccccc2)P(c2ccccc2)(c2ccccc2)c2ccccc2)cc1. Yields the product Cc1cc(O)ccc1COCCn1ccnn1. Reaction SMILES: [CH2:1]([CH:2]=[CH2:3])[O:4][c:5]1[cH:6][c:7]([CH3:20])[c:8]([CH2:9][O:10][CH2:11][CH2:12][n:13]2[n:14][n:15][cH:16][cH:17]2)[cH:18][cH:19]1.[CH3:21][N:22]1[C:23](=[O:24])[CH2:25][C:26](=[O:27])[N:28]([CH3:29])[C:30]1=[O:31].[Cl:32][CH2:33][Cl:34].[cH:35]1[cH:36][cH:37][c:38]([P:39]([Pd:40]([P:41]([c:42]2[cH:43][cH:44][cH:45][cH:46][cH:47]2)([c:48]2[cH:49][cH:50][cH:51][cH:52][cH:53]2)[c:54]2[cH:55][cH:56][cH:57][cH:58][cH:59]2)([P:60]([c:61]2[cH:62][cH:63][cH:64][cH:65][cH:66]2)([c:67]2[cH:68][cH:69][cH:70][cH:71][cH:72]2)[c:73]2[cH:74][cH:75][cH:76][cH:77][cH:78]2)[P:79]([c:80]2[cH:81][cH:82][cH:83][cH:84][cH:85]2)([c:86]2[cH:87][cH:88][cH:89][cH:90][cH:91]2)[c:92]2[cH:93][cH:94][cH:95][cH:96][cH:97]2)([c:98]2[cH:99][cH:100][cH:101][cH:102][cH:103]2)[c:104]2[cH:105][cH:106][cH:107][cH:108][cH:109]2)[cH:110][cH:111]1>>[OH:4][c:5]1[cH:6][c:7]([CH3:20])[c:8]([CH2:9][O:10][CH2:11][CH2:12][n:13]2[n:14][n:15][cH:16][cH:17]2)[cH:18][cH:19]1.